From a dataset of the Open Reaction Database (ORD), a public repository of structured organic reaction records. describe an organic reaction: reactants, conditions, products, and yield Reactants: COC(=O)C(C)(C)C1CCC(OS(=O)(=O)c2ccc(C)cc2)CC1, CNC. Yields the product COC(=O)C(C)(C)C1CCC(N(C)C)CC1. RXN SMILES: [CH3:1][O:2][C:3]([C:4]([CH3:5])([CH:6]1[CH2:7][CH2:8][CH:9]([O:12][S:13]([c:14]2[cH:15][cH:16][c:17]([CH3:18])[cH:19][cH:20]2)(=[O:21])=[O:22])[CH2:10][CH2:11]1)[CH3:23])=[O:24].[CH3:25][NH:26][CH3:27]>>[CH3:1][O:2][C:3]([C:4]([CH3:5])([CH:6]1[CH2:7][CH2:8][CH:9]([N:26]([CH3:25])[CH3:27])[CH2:10][CH2:11]1)[CH3:23])=[O:24]. Starting materials: CCOC(=O)CP(=O)(OCC)OCC, CN(C)C=O, [H-], [Na+], O, Cc1oc(-c2ccco2)nc1COc1ccc(COc2nn(-c3ccccc3)cc2C=O)cc1. The product is CCOC(=O)C=Cc1cn(-c2ccccc2)nc1OCc1ccc(OCc2nc(-c3ccco3)oc2C)cc1. RXN SMILES: [CH2:35]([O:36][P:37]([O:38][CH2:39][CH3:40])(=[O:41])[CH2:43][C:44](=[O:45])[O:46][CH2:47][CH3:48])[CH3:42].[CH3:49][N:50]([CH3:51])[CH:52]=[O:53].[H-:54].[Na+:55].[OH2:56].[o:1]1[c:2](-[c:6]2[o:7][c:8]([CH3:34])[c:9]([CH2:11][O:12][c:13]3[cH:14][cH:15][c:16]([CH2:17][O:18][c:19]4[n:20][n:21](-[c:26]5[cH:27][cH:28][cH:29][cH:30][cH:31]5)[cH:22][c:23]4[CH:24]=[O:25])[cH:32][cH:33]3)[n:10]2)[cH:3][cH:4][cH:5]1>>[o:1]1[c:2](-[c:6]2[o:7][c:8]([CH3:34])[c:9]([CH2:11][O:12][c:13]3[cH:14][cH:15][c:16]([CH2:17][O:18][c:19]4[n:20][n:21](-[c:26]5[cH:27][cH:28][cH:29][cH:30][cH:31]5)[cH:22][c:23]4[CH:24]=[CH:43][C:44](=[O:45])[O:46][CH2:47][CH3:48])[cH:32][cH:33]3)[n:10]2)[cH:3][cH:4][cH:5]1. Reactants: ice, COC(=O)C1=CC2=C(N(C=N2)C(C2=CC=CC=C2)(C2=CC=CC=C2)C2=CC=CC=C2)C=C1 (1-Trityl-1H-Benzimidazole-5-carboxylic acid methyl ester), [H-].[Al+3].[Li+].[H-].[H-].[H-] (lithium aluminium hydride). The solvent is C1CCOC1 (THF). The product is C(C1=CC=CC=C1)(C1=CC=CC=C1)(C1=CC=CC=C1)N1C=NC2=C1C=CC(=C2)CO (1-Trityl-1H-benzimidazol-5-yl-methanol). Isolated yield 86.4%. Reaction SMILES: C[O:2][C:3]([C:5]1[CH:32]=[CH:31][C:8]2[N:9]([C:12]([C:25]3[CH:30]=[CH:29][CH:28]=[CH:27][CH:26]=3)([C:19]3[CH:24]=[CH:23][CH:22]=[CH:21][CH:20]=3)[C:13]3[CH:18]=[CH:17][CH:16]=[CH:15][CH:14]=3)[CH:10]=[N:11][C:7]=2[CH:6]=1)=O.[H-].[Al+3].[Li+].[H-].[H-].[H-]>C1COCC1>[C:12]([N:9]1[C:8]2[CH:31]=[CH:32][C:5]([CH2:3][OH:2])=[CH:6][C:7]=2[N:11]=[CH:10]1)([C:25]1[CH:30]=[CH:29][CH:28]=[CH:27][CH:26]=1)([C:19]1[CH:20]=[CH:21][CH:22]=[CH:23][CH:24]=1)[C:13]1[CH:18]=[CH:17][CH:16]=[CH:15][CH:14]=1 |f:1.2.3.4.5.6|. Procedure details: To an ice-cooled stirred suspension of the product of step b (3.61 g, 7.94 mmol) in THF (30 ml) was added dropwise a solution of lithium aluminium hydride (1.0M in THF, 10 ml, 10.0 mmol). The suspension was stirred at this temperature for 1 h and then was quenched with saturated aqueous ammonium chloride (100 ml). The aqueous solution was extracted thrice with ethyl acetate (100 ml) and the combined organic phases were washed with brine (200 ml). The organic phase was dried over magnesium sulfat... Reactants: CC1=NC2(N=C1N)c1cc(Br)ccc1CC21CCC(F)(F)CC1, CC1CCCO1, OB(O)c1cncc(Cl)c1, [K+], [K+], O=C([O-])[O-], O. Product: CC1=NC2(N=C1N)c1cc(-c3cncc(Cl)c3)ccc1CC21CCC(F)(F)CC1. RXN SMILES: [Br:1][c:2]1[cH:3][cH:4][c:5]2[c:16]([cH:17]1)[C:15]1([C:7]3([CH2:6]2)[CH2:8][CH2:9][C:10]([F:13])([F:14])[CH2:11][CH2:12]3)[N:18]=[C:19]([CH3:23])[C:20]([NH2:22])=[N:21]1.[CH3:41][CH:42]1[CH2:43][CH2:44][CH2:45][O:46]1.[Cl:24][c:25]1[cH:26][c:27]([B:31]([OH:32])[OH:33])[cH:28][n:29][cH:30]1.[K+:34].[K+:35].[O-:36][C:37]([O-:38])=[O:39].[OH2:40]>>[c:2]1(-[c:27]2[cH:26][c:25]([Cl:24])[cH:30][n:29][cH:28]2)[cH:3][cH:4][c:5]2[c:16]([cH:17]1)[C:15]1([C:7]3([CH2:6]2)[CH2:8][CH2:9][C:10]([F:13])([F:14])[CH2:11][CH2:12]3)[N:18]=[C:19]([CH3:23])[C:20]([NH2:22])=[N:21]1. Reactants: Fc1ccc(-c2ccc(Br)cc2)cc1, CC(C)(C)OC(=O)N1CCNCC1, CC(C)(C)[O-], Cc1ccccc1, [Na+], c1ccc(P(c2ccccc2)c2ccc3ccccc3c2-c2c(P(c3ccccc3)c3ccccc3)ccc3ccccc23)cc1. The product is CC(C)(C)OC(=O)N1CCN(c2ccc(-c3ccc(F)cc3)cc2)CC1. As a reaction SMILES: [Br:1][c:2]1[cH:3][cH:4][c:5](-[c:8]2[cH:9][cH:10][c:11]([F:14])[cH:12][cH:13]2)[cH:6][cH:7]1.[C:15]([CH3:16])([CH3:17])([CH3:18])[O:19][C:20](=[O:21])[N:22]1[CH2:23][CH2:24][NH:25][CH2:26][CH2:27]1.[CH3:28][C:29]([CH3:30])([O-:31])[CH3:32].[CH3:80][c:81]1[cH:82][cH:83][cH:84][cH:85][cH:86]1.[Na+:33].[c:34]1([P:35]([c:36]2[cH:37][cH:38][cH:39][cH:40][cH:41]2)[c:42]2[cH:43][cH:44][c:45]3[c:46]([cH:47][cH:48][cH:49][cH:50]3)[c:51]2-[c:52]2[c:53]3[c:54]([cH:55][cH:56][cH:57][cH:58]3)[cH:59][cH:60][c:61]2[P:62]([c:63]2[cH:64][cH:65][cH:66][cH:67][cH:68]2)[c:69]2[cH:70][cH:71][cH:72][cH:73][cH:74]2)[cH:75][cH:76][cH:77][cH:78][cH:79]1>>[c:2]1([N:25]2[CH2:24][CH2:23][N:22]([C:20]([O:19][C:15]([CH3:16])([CH3:17])[CH3:18])=[O:21])[CH2:27][CH2:26]2)[cH:3][cH:4][c:5](-[c:8]2[cH:9][cH:10][c:11]([F:14])[cH:12][cH:13]2)[cH:6][cH:7]1.